Dataset: the Open Reaction Database (ORD), a public repository of structured organic reaction records. Task: describe an organic reaction: reactants, conditions, products, and yield The reactants are C(C)(C)OC(C=1C=NC(=NC1)C)OC(C)C (5-diisopropoxymethyl-2-methyl-pyrimidine), C(Cl)Cl (DCM), [Si](C)(C)(C)C#N (TMSCN). Reagents/catalysts: [I-].[I-].[Zn+2] (Zinc diiodide), [I-].[I-].[Zn+2] (zinc diiodide). Run in O (water). Reaction conditions: time 24 hour. Yields the product C(C)(C)OC(C#N)C=1C=NC(=NC1)C (2-Isopropoxy-2-(2-methylpyrimidin-5-yl)acetonitrile). As a reaction SMILES: C(O[CH:5]([O:13][CH:14]([CH3:16])[CH3:15])[C:6]1[CH:7]=[N:8][C:9]([CH3:12])=[N:10][CH:11]=1)(C)C.C(Cl)Cl.[Si]([C:24]#[N:25])(C)(C)C>[I-].[I-].[Zn+2].O>[CH:14]([O:13][CH:5]([C:6]1[CH:11]=[N:10][C:9]([CH3:12])=[N:8][CH:7]=1)[C:24]#[N:25])([CH3:15])[CH3:16] |f:3.4.5|. Procedure details: A solution of 5-diisopropoxymethyl-2-methyl-pyrimidine (335 mg, 1.49 mmol) in DCM (5 mL, 80 mmol) was cooled at 0° C. Zinc diiodide (47.7 mg, 0.149 mmol) TMSCN (219 uL, 1.64 mmol) were added and cooling removed. After stirring for 24 hours TLC indicated that starting materiale was present. TMSCN (60 uL, 0.45 mmol) and zinc diiodide (48 mg, 0.15 mmol) were added and the reaction was stirred for a further 3.5 hours. The reaction was poured into water (20 mL) and extracted with DCM (3×20 mL). The c...